The task is: describe an organic reaction: reactants, conditions, products, and yield. This data is from the Open Reaction Database (ORD), a public repository of structured organic reaction records. Reported procedure: A solution of −({1-[(benzyloxy)methyl]cyclopropyl}methyl)-4-(tetramethyl-1,3,2-dioxaborolan-2-yl)-1H-pyrazole (Compound 63C, 8 g, 21.7 mmol) in ethanol (100 mL) was treated with palladium on charcoal (10%, 6 g) and heated to 50° C. under hydrogen atmosphere for 24 hrs. The catalyst was filtered off and the filtrate was concentrated to a residue under reduced pressure. The residue was triturated with isopropyl ether to give 3.2 g (53%) of the required material as white solid. 1H NMR (500 MHz, CDC... Reactants: C(C1=CC=CC=C1)OCC1(CC1)CN1N=CC(=C1)B1OC(C(O1)(C)C)(C)C (({1-[(benzyloxy)methyl]cyclopropyl}methyl)-4-(tetramethyl-1,3,2-dioxaborolan-2-yl)-1H-pyrazole), C(C1=CC=CC=C1)OCC1(CC1)CN1N=CC(=C1)B1OC(C(O1)(C)C)(C)C (({1-[(benzyloxy)methyl]cyclopropyl}methyl)-4-(tetramethyl-1,3,2-dioxaborolan-2-yl)-1H-pyrazole). Solvent: C(C)O (ethanol). Run at temperature 50 celsius. Isolated yield 53.0%. The reagents and catalysts are [Pd] (palladium on charcoal). As a reaction SMILES: C([O:8][CH2:9][C:10]1([CH2:13][N:14]2[CH:18]=[C:17]([B:19]3[O:23][C:22]([CH3:25])([CH3:24])[C:21]([CH3:27])([CH3:26])[O:20]3)[CH:16]=[N:15]2)[CH2:12][CH2:11]1)C1C=CC=CC=1>C(O)C.[Pd]>[CH3:26][C:21]1([CH3:27])[C:22]([CH3:24])([CH3:25])[O:23][B:19]([C:17]2[CH:16]=[N:15][N:14]([CH2:13][C:10]3([CH2:9][OH:8])[CH2:12][CH2:11]3)[CH:18]=2)[O:20]1. Product: CC1(OB(OC1(C)C)C=1C=NN(C1)CC1(CC1)CO)C ((1-{[4-(4,4,5,5-Tetramethyl-1,3,2-dioxaborolan-2-yl)-1H-pyrazol-1-yl]methyl}cyclopropyl)methanol). The reactants are CC1([C@@H]([C@@H]1C=CC(SC(C)(C)C)=O)C(=O)OC(C)C1=CC(=CC=C1)OC1=CC=CC=C1)C (α-(3-phenoxyphenyl)ethyl (1R,cis) 2,2-dimethyl-3-[3-oxo-3-tert.-butylthio-propenyl]-cyclopropane-carboxylate), α-(3-phenoxyphenyl)-ethyl (1R,cis) 2,2-dimethyl-3-[(ΔZ)carboxyethenyl]cyclopropane-carboxylate, C(C)(C)(C)S (tert.-butylmercaptan). Yields the product CC1([C@@H]([C@@H]1C=CC(SC(C)(C)C)=O)C(=O)O[C@H](C)C1=CC(=CC=C1)OC1=CC=CC=C1)C ((R)α-(3-phenoxyphenyl)-ethyl (1R,cis) 2,2-dimethyl-3-[3-oxo-3-tert.-butylthio-propenyl]-cyclopropanecarboxylate). Reaction SMILES: [CH3:1][C:2]1([CH3:32])[C@@H:4]([CH:5]=[CH:6][C:7](=[O:13])[S:8][C:9]([CH3:12])([CH3:11])[CH3:10])[C@H:3]1[C:14]([O:16][CH:17]([C:19]1[CH:24]=[CH:23][CH:22]=[C:21]([O:25][C:26]2[CH:31]=[CH:30][CH:29]=[CH:28][CH:27]=2)[CH:20]=1)[CH3:18])=[O:15].C(S)(C)(C)C>>[CH3:32][C:2]1([CH3:1])[C@@H:4]([CH:5]=[CH:6][C:7](=[O:13])[S:8][C:9]([CH3:10])([CH3:11])[CH3:12])[C@H:3]1[C:14]([O:16][C@@H:17]([C:19]1[CH:24]=[CH:23][CH:22]=[C:21]([O:25][C:26]2[CH:27]=[CH:28][CH:29]=[CH:30][CH:31]=2)[CH:20]=1)[CH3:18])=[O:15]. Procedure details: Using the procedure of Example 19, 3 g of (R) α-(3-phenoxyphenyl)-ethyl (1R,cis) 2,2-dimethyl-3-[(ΔZ)carboxyethenyl]cyclopropane-carboxylate and tert.-butylmercaptan were reacted to obtain after chromatography over silica gel and elution with a 95-5 hexane-ethyl acetate mixture 0.97 g of the Z isomer of (R) α-(3-phenoxyphenyl)ethyl (1R,cis) 2,2-dimethyl-3-[3-oxo-3-tert.-butylthio-propenyl]-cyclopropane-carboxylate with a specific rotation of [α]D20 =+134°±3.5° (c=0.65% in chloroform) and 1.10 g ... Starting materials: C(C)OC(\C=C(\C=C\[C@H]1[C@@](C1)(C)C=1C=C(C2=C(C(CO2)(C)C)C1)C1=C(C=CC=C1)C)/C)=O (5-[(1S, 2S)-2-(3,3-dimethyl-7-o-tolyl-2,3-dihydro-benzofuran-5-yl)-2-methyl-cyclopropyl]-3-methyl-penta-2E,4E-dienoic acid ethyl ester), [OH-].[Na+] (sodium hydroxide), O (water), C(C)OC(\C=C(\C=C\[C@H]1[C@@](C1)(C)C=1C=C(C2=C(C(CO2)(C)C)C1)C1=C(C=CC=C1)C)/C)=O (5-[(1S, 2S)-2-(3,3-dimethyl-7-o-tolyl-2,3-dihydro-benzofuran-5-yl)-2-methyl-cyclopropyl]-3-methyl-penta-2E,4E-dienoic acid ethyl ester), C(C)O (ethanol). The product is CC1(COC2=C1C=C(C=C2C2=C(C=CC=C2)C)[C@@]2([C@@H](C2)/C=C/C(=C/C(=O)O)/C)C)C (5-[(1S,2S)-2-(3,3-Dimethyl-7-o-tolyl-2,3-dihydro-benzofuran-5-yl)-2-methyl-cyclopropyl]-3-methyl-penta-2E,4E-dienoic acid). RXN SMILES: C([O:3][C:4](=[O:32])/[CH:5]=[C:6](\[CH3:31])/[CH:7]=[CH:8]/[C@@H:9]1[CH2:11][C@@:10]1([C:13]1[CH:14]=[C:15]([C:24]2[CH:29]=[CH:28][CH:27]=[CH:26][C:25]=2[CH3:30])[C:16]2[O:20][CH2:19][C:18]([CH3:22])([CH3:21])[C:17]=2[CH:23]=1)[CH3:12])C.C(O)C.[OH-].[Na+].O>C(#N)C>[CH3:21][C:18]1([CH3:22])[C:17]2[CH:23]=[C:13]([C@@:10]3([CH3:12])[CH2:11][C@H:9]3/[CH:8]=[CH:7]/[C:6](/[CH3:31])=[CH:5]/[C:4]([OH:32])=[O:3])[CH:14]=[C:15]([C:24]3[CH:29]=[CH:28][CH:27]=[CH:26][C:25]=3[CH3:30])[C:16]=2[O:20][CH2:19]1 |f:2.3|. Procedure details: Following General Procedure H and using 5-[(1S, 2S)-2-(3,3-dimethyl-7-o-tolyl-2,3-dihydro-benzofuran-5-yl)-2-methyl-cyclopropyl]-3-methyl-penta-2E,4E-dienoic acid ethyl ester (Compound 25, 0.096 g, 0.22 mmol), ethanol (20 mL), and 5M aqueous sodium hydroxide (5 mL) followed by preparative reverse phase HPLC using 10% water in acetonitrile as the mobile phase, the title compound was obtained (0.044 g, 45%) as a white solid. Run in C(C)#N (acetonitrile). Yield: 69.0%. The reactants are CC1(C(C(CC1)(C)C)C(=O)O)C (2,2,5,5-tetramethylcyclopentanecarboxylic acid), S(=O)(Cl)Cl (thionyl chloride). The product is CC1(C(C(CC1)(C)C)C(=O)Cl)C (2,2,5,5-tetramethylcyclopentanecarbonyl chloride). The solvent is C1(=CC=CC=C1)C (toluene). Run at temperature 80 celsius, time 3 hour. RXN SMILES: [CH3:1][C:2]1([CH3:12])[CH2:6][CH2:5][C:4]([CH3:8])([CH3:7])[CH:3]1[C:9](O)=[O:10].S(Cl)([Cl:15])=O>C1(C)C=CC=CC=1>[CH3:1][C:2]1([CH3:12])[CH2:6][CH2:5][C:4]([CH3:8])([CH3:7])[CH:3]1[C:9]([Cl:15])=[O:10]. Procedure: 2.51 g of 2,2,5,5-tetramethylcyclopentanecarboxylic acid was dissolved in 10 ml of toluene, and 2.5 ml of thionyl chloride was added thereto. The mixture was stirred at 80° C. for 3 hours. The reaction solution was concentrated and then distilled under reduced pressure, whereby 2.0 g of 2,2,5,5-tetramethylcyclopentanecarbonyl chloride was obtained. Yield 69%. (b.p. 110°-120° C./60 mmHg). Reactants: C(C)(=O)OC(C)=O (acetic anhydride), FC=1C=C(C=C(C1)F)C(C[N+](=O)[O-])O (1-(3,5-difluorophenyl)-2-nitroethanol). Reagents/catalysts: CN(C1=CC=NC=C1)C (4-dimethylaminopyridine). Run in ClCCl (dichloromethane), ClCCl (dichloromethane). Run at time 30 minute. Product: FC1=CC(=CC(=C1)C=C[N+](=O)[O-])F (1,3-Difluoro-5-(2-nitrovinyl)-benzene). Isolated yield 73.2%. Reaction SMILES: C(OC(=O)C)(=O)C.[F:8][C:9]1[CH:10]=[C:11]([CH:16](O)[CH2:17][N+:18]([O-:20])=[O:19])[CH:12]=[C:13]([F:15])[CH:14]=1>CN(C)C1C=CN=CC=1.ClCCl>[F:8][C:9]1[CH:10]=[C:11]([CH:16]=[CH:17][N+:18]([O-:20])=[O:19])[CH:12]=[C:13]([F:15])[CH:14]=1. Procedure details: Add acetic anhydride (160 mL) to a solution of 1-(3,5-difluorophenyl)-2-nitroethanol (330 g) and 4-dimethylaminopyridine (18 g) in dichloromethane (1000 mL), over 30 minutes and stir the reaction mixture overnight. Dilute with dichloromethane (600 mL) and wash with 2% aqueous hydrochloric acid, saturated aqueous sodium chloride, saturated aqueous sodium bicarbonate, dry (magnesium sulfate) and concentrate. Wash the crude with hexanes to give the desired compound (220 g). Starting materials: N#CCC(O)c1cccc(Br)c1, C1CCOC1, Cl. Product: NCCC(O)c1cccc(Br)c1. RXN SMILES: [Br:1][c:2]1[cH:3][c:4]([CH:8]([CH2:9][C:10]#[N:11])[OH:12])[cH:5][cH:6][cH:7]1.[CH2:14]1[O:15][CH2:16][CH2:17][CH2:18]1.[ClH:13]>>[Br:1][c:2]1[cH:3][c:4]([CH:8]([CH2:9][CH2:10][NH2:11])[OH:12])[cH:5][cH:6][cH:7]1. Reactants: C[S+](C)(C)=O, CS(C)=O, CCOC(C)=O, COC(=O)C(=Cc1cccc(-c2cc(C(C)(C)S(C)(=O)=O)cc3cccnc23)c1)c1ccc(S(C)(=O)=O)cc1, [H-], [I-], [Na+], O. Yields the product COC(=O)C1(c2ccc(S(C)(=O)=O)cc2)CC1c1cccc(-c2cc(C(C)(C)S(C)(=O)=O)cc3cccnc23)c1. As a reaction SMILES: [CH3:2][S+:3]([CH3:4])([CH3:5])=[O:6].[CH3:48][S:49]([CH3:50])=[O:51].[CH3:53][CH2:54][O:55][C:56](=[O:57])[CH3:58].[CH3:9][O:10][C:11]([C:12](=[CH:13][c:14]1[cH:15][c:16](-[c:20]2[cH:21][c:22]([C:30]([CH3:31])([CH3:32])[S:33](=[O:34])(=[O:35])[CH3:36])[cH:23][c:24]3[cH:25][cH:26][cH:27][n:28][c:29]23)[cH:17][cH:18][cH:19]1)[c:37]1[cH:38][cH:39][c:40]([S:43](=[O:44])(=[O:45])[CH3:46])[cH:41][cH:42]1)=[O:47].[H-:8].[I-:1].[Na+:7].[OH2:52]>>[CH2:2]1[C:12]([C:11]([O:10][CH3:9])=[O:47])([c:37]2[cH:38][cH:39][c:40]([S:43](=[O:44])(=[O:45])[CH3:46])[cH:41][cH:42]2)[CH:13]1[c:14]1[cH:15][c:16](-[c:20]2[cH:21][c:22]([C:30]([CH3:31])([CH3:32])[S:33](=[O:34])(=[O:35])[CH3:36])[cH:23][c:24]3[cH:25][cH:26][cH:27][n:28][c:29]23)[cH:17][cH:18][cH:19]1. Reaction SMILES: [N:1]([CH2:4][C@H:5]1[O:11][C:9]([OH:10])=[C:8]([OH:12])[C@@H:7]([OH:13])[CH2:6]1)=[N+:2]=[N-:3].CN(C)C=O.[H-].[Na+].[CH2:21](Br)[C:22]1[CH:27]=[CH:26][CH:25]=[CH:24][CH:23]=1>CCOCC.CO>[N:1]([CH2:4][C@H:5]1[O:11][C:9]([OH:10])=[C:8]([OH:12])[C@@H:7]([O:13][CH2:21][C:22]2[CH:27]=[CH:26][CH:25]=[CH:24][CH:23]=2)[CH2:6]1)=[N+:2]=[N-:3] |f:2.3|. Reaction conditions: temperature 25 celsius, time 1 hour. The reactants are N(=[N+]=[N-])C[C@@H]1C[C@@H](C(=C(O)O1)O)O (6-azido-4,6-dideoxy-D-threo-hex-1-enopyranose), C(C1=CC=CC=C1)Br (benzylbromide), solution, CN(C=O)C (dimethylformamide), [H-].[Na+] (sodium hydride). The product is N(=[N+]=[N-])C[C@@H]1C[C@@H](C(=C(O)O1)O)OCC1=CC=CC=C1 (6-azido-3-O-benzyl-4,6-dideoxy-D-threo-hex-1-enopyranose). Reported procedure: Dissolve 7.5 gm. of the azide in 150 ml. of dry dimethylformamide and add 2.5 gm. of sodium hydride. Stir the mixture at 25°C. for 1 hour, then add 10 gm. of benzylbromide and stir the mixture at 25°C. for 6 hours. Add a 20% solution of methanol in ether and filter off the solids and wash with chloroform. Combine the filtrates and pour into water and extract with chloroform and dry over MgSO4. Evaporate the chloroform extract and chromatograph the resultant residue on a silica gel column (110 × ... Run in CCOCC (ether), CO (methanol). Reactants: FC(C(=O)O)(F)F.COC1=C(C=CC=C1)C1=CC=C2C=NC(=NN21)NC2=CC=C(C=C2)N2CC(CCC2)C(=O)N2CCN(CC2)C ((1-{4-[7-(2-Methoxy-phenyl)-pyrrolo[2,1-f][1,2,4]triazin-2-ylamino]-phenyl}-piperidin-3-yl)-(4-methyl-piperazin-1-yl)-methanone; compound with trifluoro-acetic acid), NC1=CC=C(C=C1)N1CCC(CC1)C(=O)N1CCN(CC1)C ([1-(4-Amino-phenyl)-piperidin-4-yl]-(4-methyl-piperazin-1-yl)-methanone). The product is FC(C(=O)O)(F)F.COC1=C(C=CC=C1)C1=CC=C2C=NC(=NN21)NC2=CC=C(C=C2)N2CCC(CC2)C(=O)N2CCN(CC2)C ((1-{4-[7-(2-Methoxy-phenyl)-pyrrolo[2,1-f][1,2,4]triazin-2-ylamino]-phenyl}-piperidin-4-yl)-(4-methyl-piperazin-1-yl)-methanone; compound with trifluoro-acetic acid). Reaction SMILES: [F:1][C:2]([F:7])([F:6])[C:3]([OH:5])=[O:4].[CH3:8][O:9][C:10]1[CH:15]=[CH:14][CH:13]=[CH:12][C:11]=1[C:16]1[N:24]2[C:19]([CH:20]=[N:21][C:22]([NH:25][C:26]3[CH:31]=[CH:30][C:29]([N:32]4[CH2:37][CH2:36][CH2:35][CH:34](C(N5CCN(C)CC5)=O)[CH2:33]4)=[CH:28][CH:27]=3)=[N:23]2)=[CH:18][CH:17]=1.NC1C=CC(N2CCC([C:60]([N:62]3[CH2:67][CH2:66][N:65]([CH3:68])[CH2:64][CH2:63]3)=[O:61])CC2)=CC=1>>[F:1][C:2]([F:7])([F:6])[C:3]([OH:5])=[O:4].[CH3:8][O:9][C:10]1[CH:15]=[CH:14][CH:13]=[CH:12][C:11]=1[C:16]1[N:24]2[C:19]([CH:20]=[N:21][C:22]([NH:25][C:26]3[CH:31]=[CH:30][C:29]([N:32]4[CH2:37][CH2:36][CH:35]([C:60]([N:62]5[CH2:67][CH2:66][N:65]([CH3:68])[CH2:64][CH2:63]5)=[O:61])[CH2:34][CH2:33]4)=[CH:28][CH:27]=3)=[N:23]2)=[CH:18][CH:17]=1 |f:0.1,3.4|. Reported procedure: The titled compound (1-{4-[7-(2-Methoxy-phenyl)-pyrrolo[2,1-f][1,2,4]triazin-2-ylamino]-phenyl}-piperidin-4-yl)-(4-methyl-piperazin-1-yl)-methanone; compound with trifluoro-acetic acid was prepared in an analogous fashion to (1-{4-[7-(2-Methoxy-phenyl)-pyrrolo[2,1-f][1,2,4]triazin-2-ylamino]-phenyl}-piperidin-3-yl)-(4-methyl-piperazin-1-yl)-methanone; compound with trifluoro-acetic acid of Example 443c after replacing [1-(4-Amino-phenyl)-piperidin-3-yl]-(4-methyl-piperazin-1-yl)-methanone with [...